From a dataset of the Open Reaction Database (ORD), a public repository of structured organic reaction records. describe an organic reaction: reactants, conditions, products, and yield Reactants: CCCC(CCC)COS(C)(=O)=O, CC(CN1C(=O)c2ccccc2C1=O)C(O)c1cccc(O)c1. The product is CCCC(CCC)COc1cccc(C(O)C(C)CN2C(=O)c3ccccc3C2=O)c1. As a reaction SMILES: [CH3:24][S:25]([O:26][CH2:29][CH:30]([CH2:31][CH2:32][CH3:33])[CH2:34][CH2:35][CH3:36])(=[O:27])=[O:28].[OH:1][CH:2]([CH:3]([CH2:4][N:5]1[C:6](=[O:15])[c:7]2[cH:8][cH:9][cH:10][cH:11][c:12]2[C:13]1=[O:14])[CH3:16])[c:17]1[cH:18][c:19]([OH:23])[cH:20][cH:21][cH:22]1>>[OH:1][CH:2]([CH:3]([CH2:4][N:5]1[C:6](=[O:15])[c:7]2[cH:8][cH:9][cH:10][cH:11][c:12]2[C:13]1=[O:14])[CH3:16])[c:17]1[cH:18][c:19]([O:23][CH2:29][CH:30]([CH2:31][CH2:32][CH3:33])[CH2:34][CH2:35][CH3:36])[cH:20][cH:21][cH:22]1. Starting materials: O1C(NCC1)=O (2-oxazolidinone), ClCCCCCl (1,4-dichlorobutane), [H-].[Na+] (sodium hydride). Solvent: CN(C=O)C (dimethylformamide). Conditions: time 18 hour. The product is ClCCCCN1C(OCC1)=O (3-(4-Chloro-1-butyl)-2-oxazolidinone). As a reaction SMILES: [H-].[Na+].[O:3]1[CH2:7][CH2:6][NH:5][C:4]1=[O:8].[Cl:9][CH2:10][CH2:11][CH2:12][CH2:13]Cl>CN(C)C=O>[Cl:9][CH2:10][CH2:11][CH2:12][CH2:13][N:5]1[CH2:6][CH2:7][O:3][C:4]1=[O:8] |f:0.1|. Reported procedure: Following the procedure of Piper et al. [J. Het. Chem. 4, p. 298 (1967)], sodium hydride (4.8 g of 50% dispersion in oil, 0.1 mole) was washed with pentane and suspended in 20 ml of dimethylformamide. A solution of 2-oxazolidinone (8.7 g, 0.10 mole) and 1,4-dichlorobutane (66 g, 0.52 mole) in 100 ml of dimethylformamide was then added dropwise over 30 minutes, maintaining the reaction temperature at 25°-30° C. The reaction was stirred for 18 hours at ambient temperature, then evaporated to an oi... Yields the product NCc1ccc(Oc2cccc(F)c2)s1. Starting materials: [Al+3], CCOC(C)=O, N#Cc1ccc(Oc2cccc(F)c2)s1, [H-], [H-], [H-], [H-], [Li+], C1CCOC1, O. Reaction SMILES: [Al+3:17].[CH3:23][CH2:24][O:25][C:26](=[O:27])[CH3:28].[F:1][c:2]1[cH:3][c:4]([O:5][c:6]2[cH:7][cH:8][c:9]([C:11]#[N:12])[s:10]2)[cH:13][cH:14][cH:15]1.[H-:16].[H-:19].[H-:20].[H-:21].[Li+:18].[O:29]1[CH2:30][CH2:31][CH2:32][CH2:33]1.[OH2:22]>>[F:1][c:2]1[cH:3][c:4]([O:5][c:6]2[cH:7][cH:8][c:9]([CH2:11][NH2:12])[s:10]2)[cH:13][cH:14][cH:15]1. The reactants are C(C)Cl (ethyl chloride), CC1=C(C(=O)Cl)C(=CC(=C1)C)C (2,4,6-trimethylbenzoyl chloride), C(C)Cl (Ethyl chloride), C1(=CC=CC=C1)P(OCC)OC1=CC=CC=C1 (monoethyl monophenyl phenylphosphonite). Run in C(C)N(CC)CC (triethylamine). Reaction conditions: temperature 115 celsius, time 2 hour. The product is C1(=CC=CC=C1)P(OC1=CC=CC=C1)(=O)C(C1=C(C=C(C=C1C)C)C)=O (phenyl phenyl-2,4,6-trimethylbenzoylphosphinate). Yield: 81.0%. As a reaction SMILES: [CH3:1][C:2]1[CH:10]=[C:9]([CH3:11])[CH:8]=[C:7]([CH3:12])[C:3]=1[C:4](Cl)=[O:5].[C:13]1([P:19]([O:23][C:24]2[CH:29]=[CH:28][CH:27]=[CH:26][CH:25]=2)[O:20]CC)[CH:18]=[CH:17][CH:16]=[CH:15][CH:14]=1.C(Cl)C>C(N(CC)CC)C>[C:13]1([P:19]([C:4](=[O:5])[C:3]2[C:2]([CH3:1])=[CH:10][C:9]([CH3:11])=[CH:8][C:7]=2[CH3:12])(=[O:20])[O:23][C:24]2[CH:29]=[CH:28][CH:27]=[CH:26][CH:25]=2)[CH:14]=[CH:15][CH:16]=[CH:17][CH:18]=1. Procedure details: 96.4 g (0.528 mol) of 2,4,6-trimethylbenzoyl chloride and 1.2 g of triethylamine were heated to 115° C. and 65 g (0.264 mol) of monoethyl monophenyl phenylphosphonite were added dropwise in 75 minutes under a nitrogen atmosphere and with vigorous stirring. Ethyl chloride was given off as gas and was condensed in a downstream cold trap. The mixture was then further stirred for 2 hours at 115° C. and simultaneously a relatively strong nitrogen stream was passed through the apparatus. In total, at ...